describe an organic reaction: reactants, conditions, products, and yield From a dataset of the Open Reaction Database (ORD), a public repository of structured organic reaction records. Reactants: CCOC(=O)CBr, O=C([O-])[O-], Cc1cccc([N+](=O)[O-])c1NC=O, CN(C)C=O, [I-], [K+], [K+], [K+]. As a reaction SMILES: [Br:22][CH2:23][C:24](=[O:25])[O:26][CH2:27][CH3:28].[C:14](=[O:15])([O-:16])[O-:17].[CH3:1][c:2]1[c:3]([NH:11][CH:12]=[O:13])[c:4]([N+:8](=[O:9])[O-:10])[cH:5][cH:6][cH:7]1.[CH3:29][N:30]([CH3:31])[CH:32]=[O:33].[I-:21].[K+:18].[K+:19].[K+:20]>>[CH3:1][c:2]1[c:3]([N:11]([CH:12]=[O:13])[CH2:23][C:24](=[O:25])[O:26][CH2:27][CH3:28])[c:4]([N+:8](=[O:9])[O-:10])[cH:5][cH:6][cH:7]1. Yields the product CCOC(=O)CN(C=O)c1c(C)cccc1[N+](=O)[O-]. The reactants are N1CCCCC1 (piperidine), S1C(=CC=C1)C=O (thiophene-2-carboxaldehyde), C(#N)CC(=O)OC (methyl cyanoacetate). Run in O1CCOCC1 (dioxane), O1CCOCC1 (dioxane). Product: C(#N)C(C(=O)OC)=CC=1SC=CC1 (1--Methyl 2-cyano-3-(2-thienyl)acrylate). RXN SMILES: N1CCCCC1.[S:7]1[CH:11]=[CH:10][CH:9]=[C:8]1[CH:12]=O.[C:14]([CH2:16][C:17]([O:19][CH3:20])=[O:18])#[N:15]>O1CCOCC1>[C:14]([C:16](=[CH:12][C:8]1[S:7][CH:11]=[CH:10][CH:9]=1)[C:17]([O:19][CH3:20])=[O:18])#[N:15]. Reported procedure: A solution of 1.0 ml of piperidine in 10 ml of dioxane was added carefully to a stirred solution of 33.65 g thiophene-2-carboxaldehyde and 29.7 g of methyl cyanoacetate in 40 ml of dioxane. On standing the reaction mixture overnight at room temperature a crystalline precipitate was obtained which was filtered off, washed with cold dioxane and dried in vacuo to give 1, as a solid, mp 104°-106° C.